From a dataset of the Open Reaction Database (ORD), a public repository of structured organic reaction records. describe an organic reaction: reactants, conditions, products, and yield The reactants are CC=1C=C2CCC(C2=CC1C)=O (5,6-dimethyl-1-indanone), BrC=1C=NC=CC1C=O (3-bromo-4-pyridinecarboxaldehyde). Yields the product BrC=1C=NC=CC1\C=C/1\C(C2=CC(=C(C=C2C1)C)C)=O ((2E)-2-[(3-bromo-4-pyridyl)methylene]-5,6-dimethyl-indan-1-one). Reaction SMILES: [CH3:1][C:2]1[CH:3]=[C:4]2[C:8](=[CH:9][C:10]=1[CH3:11])[C:7](=[O:12])[CH2:6][CH2:5]2.[Br:13][C:14]1[CH:15]=[N:16][CH:17]=[CH:18][C:19]=1[CH:20]=O>>[Br:13][C:14]1[CH:15]=[N:16][CH:17]=[CH:18][C:19]=1/[CH:20]=[C:6]1/[C:7](=[O:12])[C:8]2[C:4]([CH2:5]/1)=[CH:3][C:2]([CH3:1])=[C:10]([CH3:11])[CH:9]=2. Procedure: The title compound 92 is prepared according to the procedure reported in Example 35.3 with 5,6-dimethyl-1-indanone (0.40 g, 2.5 mmol) and 3-bromo-4-pyridinecarboxaldehyde (0.45 g, 2.5 mmol) as reactants. Yellow solid. (Yield 0.48 g, 58%). Reaction SMILES: [CH3:1][O:2][C:3]([CH:4]([CH3:5])[O:6][c:7]1[cH:8][cH:9][c:10]([O:13][C:14]([CH2:15][O:16][CH2:17][c:18]2[cH:19][cH:20][cH:21][cH:22][cH:23]2)=[O:24])[cH:11][cH:12]1)=[O:25].[CH3:28][OH:29].[H:26][H:27]>>[CH3:1][O:2][C:3]([CH:4]([CH3:5])[O:6][c:7]1[cH:8][cH:9][c:10]([O:13][C:14]([CH2:15][OH:16])=[O:24])[cH:11][cH:12]1)=[O:25]. Product: COC(=O)C(C)Oc1ccc(OC(=O)CO)cc1. Starting materials: COC(=O)C(C)Oc1ccc(OC(=O)COCc2ccccc2)cc1, CO, [H][H]. As a reaction SMILES: [ClH:22].[NH2:1][CH:2]1[CH2:3][N:4]([c:7]2[c:8]([F:21])[cH:9][c:10]3[c:11](=[O:20])[n:12]([OH:19])[c:13](=[O:18])[n:14]([CH3:17])[c:15]3[cH:16]2)[CH2:5][CH2:6]1>>[CH2:2]1[CH2:3][N:4]([c:7]2[c:8]([F:21])[cH:9][c:10]3[c:11](=[O:20])[n:12]([OH:19])[c:13](=[O:18])[n:14]([CH3:17])[c:15]3[cH:16]2)[CH2:5][CH2:6]1. Yields the product Cn1c(=O)n(O)c(=O)c2cc(F)c(N3CCCC3)cc21. The reactants are Cl, Cn1c(=O)n(O)c(=O)c2cc(F)c(N3CCC(N)C3)cc21. Procedure details: Yellow solid. MS (ESI): 243.2 (MH+). Prepared from (1S,4R)-1,7,7-trimethyl-bicyclo[2.2.1]heptane-2,3-dione, [(3-cyclopropyl-2-oxo-propyl)-phosphonic acid dimethyl ester, hydrazine monohydrate. Starting materials: C[C@]12C(C([C@H](CC1)C2(C)C)=O)=O ((1S,4R)-1,7,7-trimethyl-bicyclo[2.2.1]heptane-2,3-dione), COP(OC)(=O)CC(CC1CC1)=O ((3-cyclopropyl-2-oxo-propyl)-phosphonic acid dimethyl ester), O.NN (hydrazine monohydrate). As a reaction SMILES: [CH3:1][C@@:2]12[C:8]([CH3:10])([CH3:9])[C@@H:5]([CH2:6][CH2:7]1)[C:4](=O)[C:3]2=O.COP([CH2:19][C:20](=O)[CH2:21][CH:22]1[CH2:24][CH2:23]1)(=O)OC.O.[NH2:27][NH2:28]>>[CH:22]1([CH2:21][C:20]2[N:27]=[N:28][C:3]3[C@:2]4([CH3:1])[C:8]([CH3:10])([CH3:9])[C@H:5]([C:4]=3[CH:19]=2)[CH2:6][CH2:7]4)[CH2:24][CH2:23]1 |f:2.3|. Product: C1(CC1)CC=1N=NC=2[C@]3(CC[C@@H](C2C1)C3(C)C)C ((1S,8R)-5-Cyclopropylmethyl-1,11,11-trimethyl-3,4-diaza-tricyclo[6.2.1.02,7]undeca-2(7),3,5-triene). The reactants are CCOCC (ether), C(CCC)C(N(CP(=O)(SCCCCC)SCCCCC)C(=O)OCC1=CC=CC=C1)C(=O)O (n-Butyl N-carbobenzoxy-N-[bis(pentylthio)phosphinylmethyl]glycine), Br (hydrogen bromide), C(C)(=O)O (acetic acid), C(C)OCC (Diethyl ether). The product is C(CCC)N(CC(=O)O)CP(=O)(SCCCCC)SCCCCC (n-butyl N-[bis(pentylthio)phosphinylmethyl]-glycine). RXN SMILES: [CH2:1]([CH:5](C(O)=O)[N:6](C(OCC1C=CC=CC=1)=O)[CH2:7][P:8]([S:16][CH2:17][CH2:18][CH2:19][CH2:20][CH3:21])([S:10][CH2:11][CH2:12][CH2:13][CH2:14][CH3:15])=[O:9])[CH2:2][CH2:3]C.Br.C(OCC)C.[C:41]([OH:44])(=[O:43])[CH3:42]>>[CH2:5]([N:6]([CH2:7][P:8]([S:16][CH2:17][CH2:18][CH2:19][CH2:20][CH3:21])([S:10][CH2:11][CH2:12][CH2:13][CH2:14][CH3:15])=[O:9])[CH2:42][C:41]([OH:44])=[O:43])[CH2:1][CH2:2][CH3:3]. Procedure: n-Butyl N-carbobenzoxy-N-[bis(pentylthio)phosphinylmethyl]glycine (5.5 g., 0.01 mole) was reacted with 32% hydrogen bromide (15 ml) in glacial acetic acid at 0° C. Diethyl ether was added and the oily precipitate isolated by decantation of the ether layer. The oil was washed twice with ether, suspended in benzene and then treated with propylene oxide. The resulting solution was concentrated in vacuo to yield n-butyl N-[bis(pentylthio)phosphinylmethyl]-glycine (0.7 g., 0.002 mole) as an oil, ND27...